From a dataset of the Open Reaction Database (ORD), a public repository of structured organic reaction records. describe an organic reaction: reactants, conditions, products, and yield Starting materials: COC(=O)CCCCCCCN1N=NC(=C1C1=CC=CC=C1)C1=CC=CC=C1 (1-(7-Methoxycarbonylheptyl)-4,5-diphenyltriazole), [OH-].[Na+] (sodium hydroxide). Solvent: C(C)O (ethanol). The product is C(=O)(O)CCCCCCCN1N=NC(=C1C1=CC=CC=C1)C1=CC=CC=C1 (1-(7-carboxyheptyl)-4,5-diphenyltriazole). The yield is 64.0%. Reaction SMILES: C[O:2][C:3]([CH2:5][CH2:6][CH2:7][CH2:8][CH2:9][CH2:10][CH2:11][N:12]1[C:16]([C:17]2[CH:22]=[CH:21][CH:20]=[CH:19][CH:18]=2)=[C:15]([C:23]2[CH:28]=[CH:27][CH:26]=[CH:25][CH:24]=2)[N:14]=[N:13]1)=[O:4].[OH-].[Na+]>C(O)C>[C:3]([CH2:5][CH2:6][CH2:7][CH2:8][CH2:9][CH2:10][CH2:11][N:12]1[C:16]([C:17]2[CH:22]=[CH:21][CH:20]=[CH:19][CH:18]=2)=[C:15]([C:23]2[CH:28]=[CH:27][CH:26]=[CH:25][CH:24]=2)[N:14]=[N:13]1)([OH:4])=[O:2] |f:1.2|. Reported procedure: 1-(7-Methoxycarbonylheptyl)-4,5-diphenyltriazole (1g) was treated with 2N sodium hydroxide in aqueous ethanol at reflux temperature for 2.5 hours. The ethanol was removed in vaCuo and the residual mixture acidified with 2N aq HCl. The aqueous solution was extracted with ethyl acetate and the organic extracts combined, dried over magnesium sulphate and evaporated to dryness in vacuo. Recrystallisation from ethanol and water gave 1-(7-carboxyheptyl)-4,5-diphenyltriazole (0.61 g, 64%) as a white so...